From a dataset of the Open Reaction Database (ORD), a public repository of structured organic reaction records. describe an organic reaction: reactants, conditions, products, and yield The reactants are B, COC(=O)OCCOc1cc(OC)cc(C(=Nc2ccc(C#N)cc2)c2nn(-c3ncccn3)c(=O)[nH]2)c1F, Cc1ccccn1, CO, CC(=O)O, O. Yields the product COC(=O)OCCOc1cc(OC)cc(C(Nc2ccc(C#N)cc2)c2nn(-c3ncccn3)c(=O)[nH]2)c1F. RXN SMILES: [BH3:40].[CH3:1][O:2][C:3]([O:4][CH2:5][CH2:6][O:7][c:8]1[c:9]([F:38])[c:10]([C:16]([c:17]2[n:18][n:19](-[c:23]3[n:24][cH:25][cH:26][cH:27][n:28]3)[c:20](=[O:22])[nH:21]2)=[N:29][c:30]2[cH:31][cH:32][c:33]([C:36]#[N:37])[cH:34][cH:35]2)[cH:11][c:12]([O:14][CH3:15])[cH:13]1)=[O:39].[CH3:41][c:42]1[cH:43][cH:44][cH:45][cH:46][n:47]1.[CH3:48][OH:49].[CH3:51][C:52](=[O:53])[OH:54].[OH2:50]>>[CH3:1][O:2][C:3]([O:4][CH2:5][CH2:6][O:7][c:8]1[c:9]([F:38])[c:10]([CH:16]([c:17]2[n:18][n:19](-[c:23]3[n:24][cH:25][cH:26][cH:27][n:28]3)[c:20](=[O:22])[nH:21]2)[NH:29][c:30]2[cH:31][cH:32][c:33]([C:36]#[N:37])[cH:34][cH:35]2)[cH:11][c:12]([O:14][CH3:15])[cH:13]1)=[O:39].